From a dataset of the Open Reaction Database (ORD), a public repository of structured organic reaction records. describe an organic reaction: reactants, conditions, products, and yield Starting materials: BrCCCNC=1C(NN=CC1Cl)=O (4-(3-bromopropylamino)-5-chloro-3(2H)-pyridazinone), CNCCC1=CC(OC)=C(OC)C=C1 (N-methyl-homoveratryl amine), C(O)([O-])=O.[K+] (potassium hydrogen carbonate), C(C)(=O)OCC (ethyl acetate), BrCCCNC=1C(NN=CC1Cl)=O (4-(3-bromopropylamino)-5-chloro-3(2H)-pyridazinone), CNCCC1=CC(OC)=C(OC)C=C1 (N-methyl-homoveratryl amine). The solvent is CC(=O)C (acetone), CC(=O)C (acetone), C(C)N(CC)CC (triethylamine). Product: ClC1=C(C(NN=C1)=O)NCCCN(C)CCC1=CC(=C(C=C1)OC)OC (5-chloro-4-{3-[N-[2-(3.4-dimethoxyphenyl)-ethyl]-N-methyl-amino]-propylamino}-3(2H)-pyridazinone). Isolated yield 59.1%. As a reaction SMILES: Br[CH2:2][CH2:3][CH2:4][NH:5][C:6]1[C:7](=[O:13])[NH:8][N:9]=[CH:10][C:11]=1[Cl:12].[CH3:14][NH:15][CH2:16][CH2:17][C:18]1[CH:27]=[CH:26][C:23]([O:24][CH3:25])=[C:20]([O:21][CH3:22])[CH:19]=1.C(=O)([O-])O.[K+].C(OCC)(=O)C>CC(C)=O.C(N(CC)CC)C>[Cl:12][C:11]1[CH:10]=[N:9][NH:8][C:7](=[O:13])[C:6]=1[NH:5][CH2:4][CH2:3][CH2:2][N:15]([CH2:16][CH2:17][C:18]1[CH:27]=[CH:26][C:23]([O:24][CH3:25])=[C:20]([O:21][CH3:22])[CH:19]=1)[CH3:14] |f:2.3|. Procedure details: A mixture of 10.66 g (0.04 mole) of 4-(3-bromopropylamino)-5-chloro-3(2H)-pyridazinone (II), 10.0 g (0.05 mole) of N-methyl-homoveratryl amine (VI) and 8 g of potassium hydrogen carbonate is suspended in 80 cm3 of acetone. The reaction mixture is refluxed for 8 to 12 hours. The reaction is followed by TLC (eluent: ethyl acetate: acetone:triethylamine==10:10:0.5 (II Rf=0.76), (VI Rf=0.14), (I Rf=0.47)). The mixture is filtered while hot, washed with acetone and the mother liquor is evaporated in ... Starting materials: OC1=C2OC(C3=C4C(=CC(NC4=CC=C3C2=CC=C1)(C)C)C)=O (7-Hydroxy-2,2,4-trimethyl-1,2-dihydro-6-oxa-1-azachrysen-5-one), CI (methyl iodide), C([O-])([O-])=O.[K+].[K+] (potassium carbonate). Run in CN(C=O)C (N,N-dimethylformamide), C(C)(=O)OCC (ethyl acetate). Run at temperature 50 celsius, time 3 hour. The product is COC1=C2OC(C3=C4C(=CC(NC4=CC=C3C2=CC=C1)(C)C)C)=O (7-Methoxy-2,2,4-trimethyl-1,2-dihydro-6-oxa-1-azachrysen-5-one). The yield is 85.3%. As a reaction SMILES: [OH:1][C:2]1[CH:19]=[CH:18][CH:17]=[C:16]2[C:3]=1[O:4][C:5](=[O:23])[C:6]1[C:15]2=[CH:14][CH:13]=[C:12]2[C:7]=1[C:8]([CH3:22])=[CH:9][C:10]([CH3:21])([CH3:20])[NH:11]2.CI.[C:26](=O)([O-])[O-].[K+].[K+]>CN(C)C=O.C(OCC)(=O)C>[CH3:26][O:1][C:2]1[CH:19]=[CH:18][CH:17]=[C:16]2[C:3]=1[O:4][C:5](=[O:23])[C:6]1[C:15]2=[CH:14][CH:13]=[C:12]2[C:7]=1[C:8]([CH3:22])=[CH:9][C:10]([CH3:20])([CH3:21])[NH:11]2 |f:2.3.4|. Procedure: A mixture of 7-Hydroxy-2,2,4-trimethyl-1,2-dihydro-6-oxa-1-azachrysen-5-one (Reference Compound No. 1-9, 430 mg, 1.40 mmol), methyl iodide (87.2 μL, 1.40 mmol) and potassium carbonate (387 mg, 2.80 mmol) was suspended in anhydrous N,N-dimethylformamide (7 mL) and stirred at 50° C. for 3 hours. After cooling down, the reaction mixture was diluted with ethyl acetate (150 mL). The whole was washed with water (150 mL) and saturated brine (200 mL) successively, dried over anhydrous magnesium sulfate,... The reactants are CS(C)=O, CCN(C(C)C)C(C)C, CC(C)O, Cc1c[nH]c2ncnc(Cl)c12, CC1(C(=O)Nc2cccc(-c3nnn[nH]3)c2)CCNCC1. The product is Cc1c[nH]c2ncnc(N3CCC(C)(C(=O)Nc4cccc(-c5nnn[nH]5)c4)CC3)c12. As a reaction SMILES: [CH3:46][S:47]([CH3:48])=[O:49].[CH:33]([N:34]([CH2:35][CH3:36])[CH:37]([CH3:38])[CH3:39])([CH3:40])[CH3:41].[CH:42]([OH:43])([CH3:44])[CH3:45].[Cl:22][c:23]1[c:24]2[c:25]([n:26][cH:27][n:28]1)[nH:29][cH:30][c:31]2[CH3:32].[nH:1]1[n:2][n:3][n:4][c:5]1-[c:6]1[cH:7][c:8]([NH:12][C:13](=[O:14])[C:15]2([CH3:21])[CH2:16][CH2:17][NH:18][CH2:19][CH2:20]2)[cH:9][cH:10][cH:11]1>>[n:1]1[n:2][n:3][nH:4][c:5]1-[c:6]1[cH:7][c:8]([NH:12][C:13](=[O:14])[C:15]2([CH3:21])[CH2:16][CH2:17][N:18]([c:23]3[c:24]4[c:25]([n:26][cH:27][n:28]3)[nH:29][cH:30][c:31]4[CH3:32])[CH2:19][CH2:20]2)[cH:9][cH:10][cH:11]1. The reactants are FC(C(=O)O)(F)F.N1=C(C=CC=C1)NCCCCOC=1C=C(C=CC1)S(=O)(=O)N[C@@H](CC(=O)O)C#C ((3S)-3-[({3-[4-(Pyridin-2-ylamino)butoxy]phenyl]sulfonyl]amino]pent-4-ynoic Acid Trifluoroacetate), N1CC(C(=O)OCC)CCC1 (ethyl nipecotate). Product: N1=C(C=CC=C1)NCCCCOC=1C=C(C=CC1)S(=O)(=O)N1CC(CCC1)C(=O)O (1-({3-[4-(Pyridin-2-ylamino)butoxy]-phenyl}sulfonyl)piperidine-3-carboxylic Acid). As a reaction SMILES: FC(F)(F)C(O)=O.[N:8]1[CH:13]=[CH:12][CH:11]=[CH:10][C:9]=1[NH:14][CH2:15][CH2:16][CH2:17][CH2:18][O:19][C:20]1[CH:21]=[C:22]([S:26]([NH:29][C@H:30](C#C)[CH2:31][C:32]([OH:34])=[O:33])(=[O:28])=[O:27])[CH:23]=[CH:24][CH:25]=1.N1CCC[CH:39]([C:40](OCC)=O)[CH2:38]1>>[N:8]1[CH:13]=[CH:12][CH:11]=[CH:10][C:9]=1[NH:14][CH2:15][CH2:16][CH2:17][CH2:18][O:19][C:20]1[CH:21]=[C:22]([S:26]([N:29]2[CH2:40][CH2:39][CH2:38][CH:31]([C:32]([OH:34])=[O:33])[CH2:30]2)(=[O:27])=[O:28])[CH:23]=[CH:24][CH:25]=1 |f:0.1|. Procedure details: The procedure for the preparation of the product of EXAMPLE 17 was repeated using ethyl nipecotate (Aldrich) in the place of ethyl (3S)-3-aminopent-4-ynoate hydrochloride to provide the title product. 1H (CD3OD): δ 7.88 (1H, t); 7.82 (1H, d); 7.52 (1H, t); 7.33 (1H, d); 7.24 (1H, s); 7.22 (1H, d); 7.06 (1H, d); 6.87 (1H, t); 4.13 (2H, t); 3.69 (1H, d); 3.47 (3H, m); 2.57 (2H, m); 2.45 (1H, t); 1.94 (5H, m); 1.80 (1H, br. d); 1.60 (1H, br. q); 1.41 (1H, br. q). Yields the product N#N.CN[C@H](C)C(=O)NCCCC1=CC=CC=C1 (N2 methyl-N-(3-phenylpropyl)-D-alaninamide). Reactants: N#N.C(C1=CC=CC=C1)OC(=O)N([C@H](C)C(=O)NCCCC1=CC=CC=C1)C (N2 benzyloxycarbonyl-N2 -methyl-N-(3-phenylpropyl)-D-alaninamide). RXN SMILES: [N:1]#[N:2].C(O[C:11]([N:13](C)[C@@H:14]([C:16]([NH:18][CH2:19][CH2:20][CH2:21][C:22]1[CH:27]=[CH:26][CH:25]=[CH:24][CH:23]=1)=[O:17])[CH3:15])=O)C1C=CC=CC=1>C(O)C.[Pd]>[N:1]#[N:2].[CH3:11][NH:13][C@@H:14]([C:16]([NH:18][CH2:19][CH2:20][CH2:21][C:22]1[CH:27]=[CH:26][CH:25]=[CH:24][CH:23]=1)=[O:17])[CH3:15] |f:0.1,4.5|. Reagents/catalysts: [Pd] (palladium on carbon). Solvent: C(C)O (ethanol). Procedure details: A solution of N2 -benzyloxycarbonyl-N2 -methyl-N-(3-phenylpropyl)-D-alaninamide (7.54 g.) in ethanol (200 ml.) containing palladium on carbon (10%, 200 mg.) was hydrogenated under pressure (40 p.s.i.g.), filtered and stripped of volatiles, affording N2 -methyl-N-(3-phenylpropyl)-D-alaninamide. Reactants: oxalate salt, CC1=C(C=CC(=C1)C1=NOC(=N1)C)C1=CC=C(C=C1)C(=O)O (2'-methyl-4'-(5-methyl-1,2,4-oxadiazol-3-yl)biphenyl-4-carboxylic acid), CN(CCOC=1C=C(N)C=CC1I)C (3-(2-dimethylaminoethoxy)-4-iodoaniline), Example 20. Product: CN(CCOC=1C=C(C=CC1I)NC(=O)C1=CC=C(C=C1)C1=C(C=C(C=C1)C1=NOC(=N1)C)C)C (N-[3-(2-Dimethylaminoethoxy)-4-iodophenyl]-2'-methyl-4'-(5-methyl-1,2,4-oxadiazol-3-yl)biphenyl-4-carboxamide). RXN SMILES: [CH3:1][C:2]1[CH:7]=[C:6]([C:8]2[N:12]=[C:11]([CH3:13])[O:10][N:9]=2)[CH:5]=[CH:4][C:3]=1[C:14]1[CH:19]=[CH:18][C:17]([C:20](O)=[O:21])=[CH:16][CH:15]=1.[CH3:23][N:24]([CH3:36])[CH2:25][CH2:26][O:27][C:28]1[CH:29]=[C:30]([CH:32]=[CH:33][C:34]=1[I:35])[NH2:31]>>[CH3:23][N:24]([CH3:36])[CH2:25][CH2:26][O:27][C:28]1[CH:29]=[C:30]([NH:31][C:20]([C:17]2[CH:16]=[CH:15][C:14]([C:3]3[CH:4]=[CH:5][C:6]([C:8]4[N:12]=[C:11]([CH3:13])[O:10][N:9]=4)=[CH:7][C:2]=3[CH3:1])=[CH:19][CH:18]=2)=[O:21])[CH:32]=[CH:33][C:34]=1[I:35]. Procedure details: The title compound was prepared from 2'-methyl-4'-(5-methyl-1,2,4-oxadiazol-3-yl)biphenyl-4-carboxylic acid (EP0533268A1) and 3-(2-dimethylaminoethoxy)-4-iodoaniline (D50) using a similar procedure to Example 20 (0.4 g, 28%). The free-base was converted to the oxalate salt. mp 219°-221° C. Reactants: ClC=1C=CC=2N(C1)C=C(N2)C=2C=CC(=C(N)C2)C(F)(F)F (5-(6-chloroimidazo[1,2-a]pyridin-2-yl)-2-(trifluoromethyl)aniline), C(C)#N (acetonitrile), CC(C(=O)Cl)(C)C (trimethylacetyl chloride). The solvent is N1=CC=CC=C1 (pyridine). Run at temperature 80 celsius, time 20 minute. Yields the product ClC=1C=CC=2N(C1)C=C(N2)C=2C=CC(=C(C2)NC(C(C)(C)C)=O)C(F)(F)F (N-[5-(6-chloroimidazo[1,2-a]pyridin-2-yl)-2-(trifluoromethyl)phenyl]-2,2-dimethyl-propanamide). Isolated yield 53.6%. RXN SMILES: [Cl:1][C:2]1[CH:3]=[CH:4][C:5]2[N:6]([CH:8]=[C:9]([C:11]3[CH:12]=[CH:13][C:14]([C:18]([F:21])([F:20])[F:19])=[C:15]([CH:17]=3)[NH2:16])[N:10]=2)[CH:7]=1.C(#N)C.[CH3:25][C:26]([CH3:31])([CH3:30])[C:27](Cl)=[O:28]>N1C=CC=CC=1>[Cl:1][C:2]1[CH:3]=[CH:4][C:5]2[N:6]([CH:8]=[C:9]([C:11]3[CH:12]=[CH:13][C:14]([C:18]([F:21])([F:20])[F:19])=[C:15]([NH:16][C:27](=[O:28])[C:26]([CH3:31])([CH3:30])[CH3:25])[CH:17]=3)[N:10]=2)[CH:7]=1. Procedure details: A 20 mL vial is charged with 5-(6-chloroimidazo[1,2-a]pyridin-2-yl)-2-(trifluoromethyl)aniline (0.156 g, 0.5 mmol), acetonitrile (4.12 mL) and pyridine (0.081 mL). The mixture is added trimethylacetyl chloride (0.123 mL, 0.001 mol) and stirred for 20 min at 80° C. The solution is concentrated, taken into EtOAc (10 mL) and washed once with HCl (10 mL, 1M) and NaOH (10 mL, 1M). Organics are dried, concentrated purified on silica (0-100% EtOAc in Hexanes) to give the title compound (106 mg, 54% yie... Starting materials: cuprous chloride, O(C1=CC=CC=C1)C=1C=C(OC=2C=C(C=CC2)O)C=CC1 (m-(m-phenoxyphenoxy)phenol), mixture, [OH-].[K+] (potassium hydroxide), ClC=1C=C(C=CC1)C1=CC(=CC=C1)OC1=CC(=CC=C1)OC1=CC=CC=C1 (3-chloro-3'-(m-phenoxyphenoxy)biphenyl). Reagents/catalysts: [Cu] (copper). The solvent is C1(=CC=CC=C1)C (toluene). Yields the product O(C1=CC=CC=C1)C=1C=C(OC=2C=C(C=CC2)C2=CC(=CC=C2)OC2=CC(=CC=C2)OC2=CC(=CC=C2)OC2=CC=CC=C2)C=CC1 (3-(m-phenoxyphenoxy)-3'-[m-(m-phenoxyphenoxy)phenoxy]biphenyl). RXN SMILES: [O:1]([C:8]1[CH:9]=[C:10]([CH:19]=[CH:20][CH:21]=1)[O:11][C:12]1[CH:13]=[C:14]([OH:18])[CH:15]=[CH:16][CH:17]=1)[C:2]1[CH:7]=[CH:6][CH:5]=[CH:4][CH:3]=1.[OH-].[K+].ClC1C=C([C:31]2[CH:36]=[CH:35][CH:34]=[C:33]([O:37][C:38]3[CH:43]=[CH:42][CH:41]=[C:40]([O:44][C:45]4[CH:50]=[CH:49][CH:48]=[CH:47][CH:46]=4)[CH:39]=3)[CH:32]=2)C=CC=1>[Cu].C1(C)C=CC=CC=1>[O:37]([C:38]1[CH:39]=[C:40]([CH:41]=[CH:42][CH:43]=1)[O:44][C:45]1[CH:50]=[C:49]([C:4]2[CH:5]=[CH:6][CH:7]=[C:2]([O:1][C:8]3[CH:21]=[CH:20][CH:19]=[C:10]([O:11][C:12]4[CH:17]=[CH:16][CH:15]=[C:14]([O:18][C:2]5[CH:7]=[CH:6][CH:5]=[CH:4][CH:3]=5)[CH:13]=4)[CH:9]=3)[CH:3]=2)[CH:48]=[CH:47][CH:46]=1)[C:33]1[CH:32]=[CH:31][CH:36]=[CH:35][CH:34]=1 |f:1.2|. Procedure: A 500 ml. reaction flask equipped with stirrer, condenser and Dean-Stark trap was charged with 59.8 g. (0.215 mole) of m-(m-phenoxyphenoxy)phenol, 50 ml. of toluene and 7.2 g. (0.129 mole) of potassium hydroxide. Water was azeotroped from the system and 100 ml. of diglyme added followed by dropwise addition of 20 g. (0.053 mole) of 3-chloro-3'-(m-phenoxyphenoxy)biphenyl over a 30 min. period. To this mixture 2.5 g. of cuprous chloride and 0.5 g. of copper powder was added. Diglyme was distilled ...